Dataset: the Open Reaction Database (ORD), a public repository of structured organic reaction records. Task: describe an organic reaction: reactants, conditions, products, and yield Reactants: CC1(OC(=C(C1=O)C1=CC(=CC=C1)F)C1=CC=C(C=C1)S(=O)(=O)C)C (2,2-dimethyl-4-(3-fluorophenyl)-5-{4-(methylsulfonyl)phenyl}-3(2H)-furanone), BrC(C(=O)C#N)(C)C (a-bromo-isobutyric cyanide), FC=1C=C(C=CC1)CC(=O)C1=CC=C(C=C1)S(=O)(=O)C (2-(3-fluorophenyl)-1-{4-(methylsulfonyl)phenyl}-ethanone), FC=1C=C(C=CC1)CC(=O)C1=CC=C(C=C1)S(=O)(=O)C (2-(3-fluorophenyl)-1-(4-methylsulfonylphenyl)-ethanone), [H-].[Na+] (sodium hydride). The solvent is C1CCOC1 (THF). Conditions: time 1 hour. The product is CC1(OC(=C(C1=O)C1=CC(=CC=C1)F)C1=C(C=CC=C1)S(=O)(=O)C)C (2,2-dimethyl-4-(3-fluorophenyl)-5-{(methylsulfonyl)phenyl}-3(2H)-furanone). RXN SMILES: [CH3:1][C:2]1([CH3:25])[C:6](=[O:7])[C:5]([C:8]2[CH:13]=[CH:12][CH:11]=[C:10]([F:14])[CH:9]=2)=[C:4]([C:15]2[CH:20]=[CH:19][C:18](S(C)(=O)=O)=[CH:17][CH:16]=2)[O:3]1.FC1C=C(CC(C2C=C[C:39]([S:42](C)(=[O:44])=[O:43])=CC=2)=O)C=CC=1.[H-].[Na+].BrC(C)(C)C(C#N)=O>C1COCC1>[CH3:1][C:2]1([CH3:25])[C:6](=[O:7])[C:5]([C:8]2[CH:13]=[CH:12][CH:11]=[C:10]([F:14])[CH:9]=2)=[C:4]([C:15]2[CH:20]=[CH:19][CH:18]=[CH:17][C:16]=2[S:42]([CH3:39])(=[O:44])=[O:43])[O:3]1 |f:2.3|. Procedure details: Another variation to prepare 2,2-dimethyl-4-(3-fluorophenyl)-5-{4-(methylsulfonyl)phenyl}-3(2H)-furanone was performed starting from 2-(3-fluorophenyl)-1-{4-(methylsulfonyl)phenyl}-ethanone as follows: To a stirred solution of 2-(3-fluorophenyl)-1-(4-methylsulfonylphenyl)-ethanone (1 g) in 10 ml of THF, was added 0.23 g of 95% sodium hydride at 0° C. The reaction solution was stirred for 1 hour at the same temperature. Then 0.64 g of a-bromo-isobutyric cyanide was added dropwise to the reaction ...